From a dataset of the Open Reaction Database (ORD), a public repository of structured organic reaction records. describe an organic reaction: reactants, conditions, products, and yield Reactants: Clc1nc2ccccc2n2ccnc12, NC1CCCCC1. Yields the product c1ccc2c(c1)nc(NC1CCCCC1)c1nccn12. As a reaction SMILES: [Cl:1][c:2]1[c:3]2[n:4]([c:5]3[cH:6][cH:7][cH:8][cH:9][c:10]3[n:11]1)[cH:12][cH:13][n:14]2.[NH2:15][CH:16]1[CH2:17][CH2:18][CH2:19][CH2:20][CH2:21]1>>[c:2]1([NH:15][CH:16]2[CH2:17][CH2:18][CH2:19][CH2:20][CH2:21]2)[c:3]2[n:4]([c:5]3[cH:6][cH:7][cH:8][cH:9][c:10]3[n:11]1)[cH:12][cH:13][n:14]2. The reactants are CC(C)N, ClCCl, O=C1N(c2ccc(OC(F)(F)F)cc2)CCC12CCN(S(=O)(=O)Cl)CC2. Product: CC(C)NS(=O)(=O)N1CCC2(CCN(c3ccc(OC(F)(F)F)cc3)C2=O)CC1. RXN SMILES: [CH3:27][CH:28]([CH3:29])[NH2:30].[Cl:31][CH2:32][Cl:33].[O:1]=[C:2]1[N:3]([c:16]2[cH:17][cH:18][c:19]([O:22][C:23]([F:24])([F:25])[F:26])[cH:20][cH:21]2)[CH2:4][CH2:5][C:6]12[CH2:7][CH2:8][N:9]([S:12](=[O:13])(=[O:14])[Cl:15])[CH2:10][CH2:11]2>>[O:1]=[C:2]1[N:3]([c:16]2[cH:17][cH:18][c:19]([O:22][C:23]([F:24])([F:25])[F:26])[cH:20][cH:21]2)[CH2:4][CH2:5][C:6]12[CH2:7][CH2:8][N:9]([S:12](=[O:13])(=[O:14])[NH:30][CH:28]([CH3:27])[CH3:29])[CH2:10][CH2:11]2. Reactants: CN1CC(=O)N=C1N (creatinine), [N+](=O)([O-])C=1C=C(C=CC1)N=C=O (m-nitrophenyl isocyanate). Reaction SMILES: [CH3:1][N:2]1[C:7]([NH2:8])=[N:6][C:4](=[O:5])[CH2:3]1.[N+:9]([C:12]1[CH:13]=[C:14]([N:18]=[C:19]=[O:20])[CH:15]=[CH:16][CH:17]=1)([O-:11])=[O:10]>CN(C=O)C>[CH3:1][N:2]1[CH2:3][C:4](=[O:5])[NH:6][C:7]1=[N:8][C:19]([NH:18][C:14]1[CH:15]=[CH:16][CH:17]=[C:12]([N+:9]([O-:11])=[O:10])[CH:13]=1)=[O:20]. Procedure: To a stirred slurry of 12.45 g (0.11 mole) of creatinine in 100 ml of dry DMF is added 16.41 g (0.1 mole) of m-nitrophenyl isocyanate (previously recrystallized from benzenepentane). After 9 hours, ice water is gradually added until crystallization occurres. A large excess of ice water precipitates the product as gummy crystals which then crystallize. The crude product is allowed to air dry for several days. Recrystallization from THF-H2O followed by THF gives pure product, 1-(1-methyl-4-oxo-2-i... The solvent is CN(C)C=O (DMF). The product is CN1C(NC(C1)=O)=NC(=O)NC1=CC(=CC=C1)[N+](=O)[O-] (1-(1-methyl-4-oxo-2-imidazolidinylidene)-3-m-nitrophenyl urea). Run at time 9 hour. The reactants are COC1=C(C=CC=C1)C=1SC=C(N1)C(=O)OCC (ethyl 2-(2-methoxy-phenyl)thiazole-4-carboxylate), [OH-].[Na+] (NaOH), Cl (HCl). Run in CCO (EtOH). Yields the product COC1=C(C=CC=C1)C=1SC=C(N1)C(=O)O (2-(2-Methoxyphenyl)thiazole-4-carboxylic acid). As a reaction SMILES: [CH3:1][O:2][C:3]1[CH:8]=[CH:7][CH:6]=[CH:5][C:4]=1[C:9]1[S:10][CH:11]=[C:12]([C:14]([O:16]CC)=[O:15])[N:13]=1.[OH-].[Na+].Cl>CCO>[CH3:1][O:2][C:3]1[CH:8]=[CH:7][CH:6]=[CH:5][C:4]=1[C:9]1[S:10][CH:11]=[C:12]([C:14]([OH:16])=[O:15])[N:13]=1 |f:1.2|. Procedure details: To a stirred solution of ethyl 2-(2-methoxy-phenyl)thiazole-4-carboxylate (0.27 g, 1.03 mmol) in EtOH (10 mL) was added 1N NaOH (aq) (5 mL). The resulting mixture was heated to reflux for 2 h. The mixture was cooled to RT, acidified with 1N HCl (aq) and concentrated by rotary evaporation. The residue was extracted with CH2Cl2 (3×15 mL). The extracts were combined, dried over MgSO4, filtered and concentrated by rotary evaporation to afford the title compound as an off-white solid. EI-MS m/z 236 (... Reactants: CC(C)CN=C=O, C1CCCCC1, CCOCC, C1CCOC1, NNC(=O)c1ccccc1-c1ccccc1. The product is CC(C)CNC(=O)NNC(=O)c1ccccc1-c1ccccc1. As a reaction SMILES: [CH2:17]([CH:18]([CH3:19])[CH3:20])[N:21]=[C:22]=[O:23].[CH2:29]1[CH2:30][CH2:31][CH2:32][CH2:33][CH2:34]1.[CH3:24][CH2:25][O:26][CH2:27][CH3:28].[O:35]1[CH2:36][CH2:37][CH2:38][CH2:39]1.[c:1]1(-[c:7]2[c:8]([C:9](=[O:10])[NH:11][NH2:12])[cH:13][cH:14][cH:15][cH:16]2)[cH:2][cH:3][cH:4][cH:5][cH:6]1>>[c:1]1(-[c:7]2[c:8]([C:9](=[O:10])[NH:11][NH:12][C:22]([NH:21][CH2:17][CH:18]([CH3:19])[CH3:20])=[O:23])[cH:13][cH:14][cH:15][cH:16]2)[cH:2][cH:3][cH:4][cH:5][cH:6]1. Reactants: Cc1ccccc1, CO, CCOC(C)=O, [Cl-], CC(C)c1c(C(=O)NCc2ccc(F)c(F)c2)c2ccc(OS(=O)(=O)C(F)(F)F)cc2n1Cc1ccccc1, [K+], [K+], [Li+], O=C([O-])[O-], O, c1ccc(P(c2ccccc2)(c2ccccc2)[Pd](P(c2ccccc2)(c2ccccc2)c2ccccc2)(P(c2ccccc2)(c2ccccc2)c2ccccc2)P(c2ccccc2)(c2ccccc2)c2ccccc2)cc1, OB(O)c1ccncc1. The product is CC(C)c1c(C(=O)NCc2ccc(F)c(F)c2)c2ccc(-c3ccncc3)cc2n1Cc1ccccc1. Reaction SMILES: [CH3:57][c:58]1[cH:59][cH:60][cH:61][cH:62][cH:63]1.[CH3:64][OH:65].[CH3:66][CH2:67][O:68][C:69]([CH3:70])=[O:71].[Cl-:55].[F:1][C:2]([F:3])([F:4])[S:5]([O:6][c:7]1[cH:8][cH:9][c:10]2[c:11]([C:26]([NH:27][CH2:28][c:29]3[cH:30][c:31]([F:36])[c:32]([F:35])[cH:33][cH:34]3)=[O:37])[c:12]([CH:23]([CH3:24])[CH3:25])[n:13]([CH2:16][c:17]3[cH:18][cH:19][cH:20][cH:21][cH:22]3)[c:14]2[cH:15]1)(=[O:38])=[O:39].[K+:49].[K+:50].[Li+:56].[O-:51][C:52]([O-:53])=[O:54].[OH2:149].[cH:72]1[cH:73][cH:74][c:75]([P:76]([Pd:77]([P:78]([c:79]2[cH:80][cH:81][cH:82][cH:83][cH:84]2)([c:85]2[cH:86][cH:87][cH:88][cH:89][cH:90]2)[c:91]2[cH:92][cH:93][cH:94][cH:95][cH:96]2)([P:97]([c:98]2[cH:99][cH:100][cH:101][cH:102][cH:103]2)([c:104]2[cH:105][cH:106][cH:107][cH:108][cH:109]2)[c:110]2[cH:111][cH:112][cH:113][cH:114][cH:115]2)[P:116]([c:117]2[cH:118][cH:119][cH:120][cH:121][cH:122]2)([c:123]2[cH:124][cH:125][cH:126][cH:127][cH:128]2)[c:129]2[cH:130][cH:131][cH:132][cH:133][cH:134]2)([c:135]2[cH:136][cH:137][cH:138][cH:139][cH:140]2)[c:141]2[cH:142][cH:143][cH:144][cH:145][cH:146]2)[cH:147][cH:148]1.[n:40]1[cH:41][cH:42][c:43]([B:46]([OH:47])[OH:48])[cH:44][cH:45]1>>[c:7]1(-[c:43]2[cH:42][cH:41][n:40][cH:45][cH:44]2)[cH:8][cH:9][c:10]2[c:11]([C:26]([NH:27][CH2:28][c:29]3[cH:30][c:31]([F:36])[c:32]([F:35])[cH:33][cH:34]3)=[O:37])[c:12]([CH:23]([CH3:24])[CH3:25])[n:13]([CH2:16][c:17]3[cH:18][cH:19][cH:20][cH:21][cH:22]3)[c:14]2[cH:15]1. Reaction SMILES: [C:21](=[O:22])([O-:23])[O-:24].[CH3:10][S:11](=[O:12])(=[O:13])[c:14]1[c:15]([OH:20])[cH:16][cH:17][cH:18][cH:19]1.[CH3:27][N:28]([CH3:29])[CH:30]=[O:31].[CH3:32][CH2:33][O:34][C:35](=[O:36])[CH3:37].[F:1][c:2]1[cH:3][cH:4][c:5]([CH:6]=[O:7])[cH:8][cH:9]1.[K+:25].[K+:26]>>[c:2]1([O:20][c:15]2[c:14]([S:11]([CH3:10])(=[O:12])=[O:13])[cH:19][cH:18][cH:17][cH:16]2)[cH:3][cH:4][c:5]([CH:6]=[O:7])[cH:8][cH:9]1. Starting materials: O=C([O-])[O-], CS(=O)(=O)c1ccccc1O, CN(C)C=O, CCOC(C)=O, O=Cc1ccc(F)cc1, [K+], [K+]. Yields the product CS(=O)(=O)c1ccccc1Oc1ccc(C=O)cc1.